The task is: describe an organic reaction: reactants, conditions, products, and yield. This data is from the Open Reaction Database (ORD), a public repository of structured organic reaction records. As a reaction SMILES: [C:9]([O:10][CH:13]1[CH:14]([O:15][C:16]([CH3:17])=[O:18])[CH:19]([O:20][C:21]([CH3:22])=[O:23])[CH:24]([O:25][C:26]([CH3:27])=[O:28])[CH:29]([CH2:31][O:32][C:33]([CH3:34])=[O:35])[O:30]1)(=[O:11])[CH3:12].[CH3:41][C:42]#[N:43].[Cl:44][CH2:45][CH2:46][Cl:47].[NH2:1][c:2]1[cH:3][cH:4][nH:5][c:6](=[O:7])[n:8]1.[Sn:36]([Cl:37])([Cl:38])([Cl:39])[Cl:40]>>[NH2:1][c:2]1[cH:3][cH:4][n:5]([CH:13]2[CH:14]([O:15][C:16]([CH3:17])=[O:18])[CH:19]([O:20][C:21]([CH3:22])=[O:23])[CH:24]([O:25][C:26]([CH3:27])=[O:28])[CH:29]([CH2:31][O:32][C:33]([CH3:34])=[O:35])[O:30]2)[c:6](=[O:7])[n:8]1. Product: CC(=O)OCC1OC(n2ccc(N)nc2=O)C(OC(C)=O)C(OC(C)=O)C1OC(C)=O. Starting materials: CC(=O)OCC1OC(OC(C)=O)C(OC(C)=O)C(OC(C)=O)C1OC(C)=O, CC#N, ClCCCl, Nc1cc[nH]c(=O)n1, Cl[Sn](Cl)(Cl)Cl. Starting materials: ClC1=CC(=NC2=C(C=CC=C12)OC)C (4-chloro-8-methoxy-2-methylquinoline), NC(C(=O)N)C1=CC=CC=C1 (2-amino-2-phenyl-acetamide), CN(C=O)C (dimethylformamide). Solvent: C(C)#N (Acetonitrile). The product is COC=1C=CC=C2C(=CC(=NC12)C)NC(C(=O)N)C1=CC=CC=C1 (2-(8-Methoxy-2-methylquinolin-4-ylamino)-2-phenylacetamide). As a reaction SMILES: Cl[C:2]1[C:11]2[C:6](=[C:7]([O:12][CH3:13])[CH:8]=[CH:9][CH:10]=2)[N:5]=[C:4]([CH3:14])[CH:3]=1.[NH2:15][CH:16]([C:20]1[CH:25]=[CH:24][CH:23]=[CH:22][CH:21]=1)[C:17]([NH2:19])=[O:18].CN(C)C=O>C(#N)C>[CH3:13][O:12][C:7]1[CH:8]=[CH:9][CH:10]=[C:11]2[C:6]=1[N:5]=[C:4]([CH3:14])[CH:3]=[C:2]2[NH:15][CH:16]([C:20]1[CH:25]=[CH:24][CH:23]=[CH:22][CH:21]=1)[C:17]([NH2:19])=[O:18]. Procedure details: Preparation was made using a similar procedure as described in example 19, method 19.2. Starting materials were 4-chloro-8-methoxy-2-methylquinoline and 2-amino-2-phenyl-acetamide. Acetonitrile was used as solvent instead of dimethylformamide. Reactants: C(CCC)C1=NN=C(N1CC1=CC=C(C=C1)OC(C1=CC=CC=C1)C(=O)OC)SCC1=CC=C(C=C1)[N+](=O)[O-] (3-Butyl-4-[[4-[1-(carbomethoxy)-1-phenylmethoxy]phenyl]methyl]-5-(4-nitrobenzylthio)-4H-1,2,4-triazole), N (ammonia). The solvent is CO (methanol). Reaction conditions: time 6 hour. Yields the product C(CCC)C1=NN=C(N1CC1=CC=C(C=C1)OC(C1=CC=CC=C1)C(N)=O)SCC1=CC=C(C=C1)[N+](=O)[O-] (3-Butyl-4-[[4-[1-carbamoyl-1-phenylmethoxy]phenyl]methyl]-5-(4-nitrobenzylthio)-4H-1,2,4-triazole). RXN SMILES: [CH2:1]([C:5]1[N:9]([CH2:10][C:11]2[CH:16]=[CH:15][C:14]([O:17][CH:18]([C:25]([O:27]C)=O)[C:19]3[CH:24]=[CH:23][CH:22]=[CH:21][CH:20]=3)=[CH:13][CH:12]=2)[C:8]([S:29][CH2:30][C:31]2[CH:36]=[CH:35][C:34]([N+:37]([O-:39])=[O:38])=[CH:33][CH:32]=2)=[N:7][N:6]=1)[CH2:2][CH2:3][CH3:4].[NH3:40]>CO>[CH2:1]([C:5]1[N:9]([CH2:10][C:11]2[CH:12]=[CH:13][C:14]([O:17][CH:18]([C:25](=[O:27])[NH2:40])[C:19]3[CH:20]=[CH:21][CH:22]=[CH:23][CH:24]=3)=[CH:15][CH:16]=2)[C:8]([S:29][CH2:30][C:31]2[CH:36]=[CH:35][C:34]([N+:37]([O-:39])=[O:38])=[CH:33][CH:32]=2)=[N:7][N:6]=1)[CH2:2][CH2:3][CH3:4]. Reported procedure: A solution of 3-butyl-4-[[4-[1-(carbomethoxy)-1-phenylmethoxy]phenyl]methyl]-5-(4-nitrobenzylthio)-4H-1,2,4-triazole (from Example 1, Step F) in methanol is saturated with gaseous ammonia at 0° and then stirred at that temperature in a stoppered vessel for about 6 hours or until TLC indicates complete reaction. The mixture is then concentrated to dryness to yield the title compound. Starting materials: CC1C(C(CCC1)C)O (2,6-dimethylcyclohexanol), CC1C(C(CCC1)C)=O (2,6-dimethylcyclohexanone). Product: CC1=C(C(=CC=C1)C)O (2,6-dimethylphenol). The yield is 97.0%. As a reaction SMILES: [CH3:1][CH:2]1[CH2:7][CH2:6][CH2:5][CH:4]([CH3:8])[CH:3]1[OH:9].CC1CCCC(C)C1=O>>[CH3:1][C:2]1[CH:7]=[CH:6][CH:5]=[C:4]([CH3:8])[C:3]=1[OH:9]. Procedure details: Using a procedure similar to that described in Example 2, 100 g/hour of a mixture consisting of 50% by weight of 2,6-dimethylcyclohexanol and 50% by weight of 2,6-dimethylcyclohexanone were converted, at 250° C. and under otherwise identical conditions, over the catalyst described in the stated example. This procedure gave 2,6-dimethylphenol in a yield of 97% of theory. The reactants are CC(=O)OC(C)=O, CC(=O)O, Nc1nc(Br)ccc1[N+](=O)[O-], O, O=S(=O)(O)O. The product is CC(=O)Nc1nc(Br)ccc1[N+](=O)[O-]. RXN SMILES: [CH3:12][C:13](=[O:14])[O:15][C:16](=[O:17])[CH3:18].[CH3:25][C:26](=[O:27])[OH:28].[NH2:1][c:2]1[n:3][c:4]([Br:11])[cH:5][cH:6][c:7]1[N+:8](=[O:9])[O-:10].[OH2:24].[S:19](=[O:20])(=[O:21])([OH:22])[OH:23]>>[NH:1]([c:2]1[n:3][c:4]([Br:11])[cH:5][cH:6][c:7]1[N+:8](=[O:9])[O-:10])[C:13]([CH3:12])=[O:14].